This data is from the Open Reaction Database (ORD), a public repository of structured organic reaction records. The task is: describe an organic reaction: reactants, conditions, products, and yield Starting materials: C(C(=O)O)(=O)O (oxalic acid), FC(C1=CC=C(OC2CNC2)C=C1)(F)F (3-[4-(trifluoromethyl)phenoxy]azetidine), CN=C=O (methyl isocyanate). Run at time 8 hour. The product is FC(C1=CC=C(OC2CN(C2)C(=O)NC)C=C1)(F)F (3-(4-Trifluoromethylphenoxy)-N-methyl-1-azetidinecarboxamide). As a reaction SMILES: C(O)(=O)C(O)=O.[F:7][C:8]([F:21])([F:20])[C:9]1[CH:19]=[CH:18][C:12]([O:13][CH:14]2[CH2:17][NH:16][CH2:15]2)=[CH:11][CH:10]=1.[CH3:22][N:23]=[C:24]=[O:25]>>[F:21][C:8]([F:7])([F:20])[C:9]1[CH:10]=[CH:11][C:12]([O:13][CH:14]2[CH2:15][N:16]([C:24]([NH:23][CH3:22])=[O:25])[CH2:17]2)=[CH:18][CH:19]=1. Procedure details: The oxalic acid salt of 3-[4-(trifluoromethyl)phenoxy]azetidine, weighing 13.0 g (0.042 mole), was partitioned between 50 ml of benzene and 50 ml of potassium hydroxide solution. The benzene layer was dried with Drierite and filtered, and to this stirring filtrate was added 2.6 g (0.046 mole) of methyl isocyanate. Stirring was continued overnight. The mixture was concentrated in vacuo, and the solid residue was recrystallized from a mixture of isopropyl ether-ethyl acetate to give 7.5 g (65%), m... Reactants: FC(C1=CC=C(C=C1)N[C@H](C(C)C)C(=O)O)(F)F (N-[4-(trifluoromethyl)phenyl]-D-valine), C(CC1=CC=CC=C1)N (phenethylamine), Cl.C(C)N=C=NCCCN(C)C (1-ethyl-(3-dimethylaminopropyl)carbodiimide hydrochloride), O.ON1N=NC2=C1C=CC=C2 (1-hydroxybenzotriazole monohydrate). Run in C(Cl)Cl (methylene chloride). Conditions: time 8 hour. The product is FC(C(=O)O)(F)F.C1(=CC=CC=C1)CCNC([C@H](NC1=CC=C(C=C1)C(F)(F)F)C(C)C)=O (N1-(2-phenylethyl)-N2-[4-(trifluoromethyl)phenyl]-D-valinamide trifluoroacetate). Yield: 46.8%. As a reaction SMILES: [F:1][C:2]([F:18])([F:17])[C:3]1[CH:8]=[CH:7][C:6]([NH:9][C@@H:10]([C:14]([OH:16])=O)[CH:11]([CH3:13])[CH3:12])=[CH:5][CH:4]=1.[CH2:19]([NH2:27])[CH2:20][C:21]1[CH:26]=[CH:25][CH:24]=[CH:23][CH:22]=1.Cl.C(N=C=NCCCN(C)C)C.[OH2:40].[OH:41]N1C2C=CC=CC=2N=N1>C(Cl)Cl>[F:1][C:2]([F:18])([F:17])[C:3]([OH:41])=[O:40].[C:21]1([CH2:20][CH2:19][NH:27][C:14](=[O:16])[C@@H:10]([CH:11]([CH3:12])[CH3:13])[NH:9][C:6]2[CH:5]=[CH:4][C:3]([C:2]([F:1])([F:18])[F:17])=[CH:8][CH:7]=2)[CH:26]=[CH:25][CH:24]=[CH:23][CH:22]=1 |f:2.3,4.5,7.8|. Reported procedure: N-[4-(Trifluoromethyl)phenyl]-D-valine (20 mg, 0.077 mmol) obtained in step 1, phenethylamine (11 μl, 0.087 mmol), 1-ethyl-(3-dimethylaminopropyl)carbodiimide hydrochloride (18 mg, 0.12 mmol) and 1-hydroxybenzotriazole monohydrate (22 mg, 0.12 mmol) were mixed in methylene chloride (3 mL), and the mixture was stirred overnight at room temperature. The solvent was evaporated and, using the following purification step A, the title compound (8.48 mg, 0.018 mmol, 23%) was obtained.